This data is from the Open Reaction Database (ORD), a public repository of structured organic reaction records. The task is: describe an organic reaction: reactants, conditions, products, and yield The reactants are [H-].[Na+] (sodium hydride), FC1=CC=C(C=C1)CN1C(=NC2=C1C=CC=C2)NC2CCN(CC2)CCO (4-[1-[(4-fluorophenyl)-methyl]-1H-benzimidazol-2-ylamino]-1-piperidineethanol), ClC=1SC2=C(N1)C=CC=C2 (2-chlorobenzothiazole). The solvent is CN(C=O)C (N,N-dimethylformamide). Reaction conditions: time 30 minute. Yields the product S1C(=NC2=C1C=CC=C2)OCCN2CCC(CC2)NC2=NC1=C(N2CC2=CC=C(C=C2)F)C=CC=C1 (N-[1-[2-(2-benzothiazolyloxy)ethyl]-4-piperidinyl]-1-[(4-fluorophenyl)methyl]-1H-benzimidazol-2-amine). Yield: 61.0%. As a reaction SMILES: [F:1][C:2]1[CH:7]=[CH:6][C:5]([CH2:8][N:9]2[C:13]3[CH:14]=[CH:15][CH:16]=[CH:17][C:12]=3[N:11]=[C:10]2[NH:18][CH:19]2[CH2:24][CH2:23][N:22]([CH2:25][CH2:26][OH:27])[CH2:21][CH2:20]2)=[CH:4][CH:3]=1.[H-].[Na+].Cl[C:31]1[S:32][C:33]2[CH:39]=[CH:38][CH:37]=[CH:36][C:34]=2[N:35]=1>CN(C)C=O>[S:32]1[C:33]2[CH:39]=[CH:38][CH:37]=[CH:36][C:34]=2[N:35]=[C:31]1[O:27][CH2:26][CH2:25][N:22]1[CH2:23][CH2:24][CH:19]([NH:18][C:10]2[N:9]([CH2:8][C:5]3[CH:6]=[CH:7][C:2]([F:1])=[CH:3][CH:4]=3)[C:13]3[CH:14]=[CH:15][CH:16]=[CH:17][C:12]=3[N:11]=2)[CH2:20][CH2:21]1 |f:1.2|. Procedure details: To a stirred mixture of 5.5 parts of 4-[1-[(4-fluorophenyl)-methyl]-1H-benzimidazol-2-ylamino]-1-piperidineethanol and 135 parts of N,N-dimethylformamide were added 0.75 parts of a sodium hydride dispersion 50%. After stirring for 30 minutes at room temperature, 2.54 parts of 2-chlorobenzothiazole were added and the whole was further stirred for 3 hours. The reaction mixture was poured onto water and the product was extracted with 4-methyl-2-pentanone. The extract was dried, filtered and evapora... Reactants: C(C)(C)(C)C=1N=C(C2=C(N1)N(N=N2)CC)N2CC(CC2)(F)F (5-tert-Butyl-7-(3,3-difluoro-pyrrolidin-1-yl)-3-ethyl-3H-[1,2,3]triazolo[4,5-d]pyrimidine), C(C)(C)(C)C=1N=C(C2=C(N1)NN=N2)N2CC(CC2)(F)F (5-tert-butyl-7-(3,3-difluoropyrrolidin-1-yl)-3H-[1,2,3]triazolo[4,5-d]pyrimidine), Cl.ClCC=1C=NC=CC1 (3-(chloromethyl)pyridine hydrochloride). Product: C(C)(C)(C)C=1N=C(C2=C(N1)N(N=N2)CC=2C=NC=CC2)N2CC(CC2)(F)F (5-tert-Butyl-7-(3,3-difluoro-pyrrolidin-1-yl)-3-pyridin-3-ylmethyl-3H-[1,2,3]triazolo[4,5-d]pyrimidine), gum. Yield: 16.0%. As a reaction SMILES: [C:1]([C:5]1[N:6]=[C:7]([N:16]2[CH2:20][CH2:19][C:18]([F:22])([F:21])[CH2:17]2)[C:8]2[N:13]=[N:12][N:11]([CH2:14][CH3:15])[C:9]=2[N:10]=1)([CH3:4])([CH3:3])[CH3:2].[C:23]([C:27]1[N:28]=[C:29](N2CCC(F)(F)C2)C2N=NNC=2N=1)(C)(C)[CH3:24].Cl.ClCC1C=NC=CC=1>>[C:1]([C:5]1[N:6]=[C:7]([N:16]2[CH2:20][CH2:19][C:18]([F:21])([F:22])[CH2:17]2)[C:8]2[N:13]=[N:12][N:11]([CH2:14][C:15]3[CH:29]=[N:28][CH:27]=[CH:23][CH:24]=3)[C:9]=2[N:10]=1)([CH3:2])([CH3:3])[CH3:4] |f:2.3|. Procedure: In analogy to the procedure described for the synthesis of 5-tert-butyl-7-(3,3-difluoro-pyrrolidin-1-yl)-3-ethyl-3H-[1,2,3]triazolo[4,5-d]pyrimidine (example 61), the title compound was prepared from 5-tert-butyl-7-(3,3-difluoropyrrolidin-1-yl)-3H-[1,2,3]triazolo[4,5-d]pyrimidine and 3-(chloromethyl)pyridine hydrochloride and isolated as light-yellow gum (2.5 mg, 16%). MS (m/e): 374.4 (MH+). Starting materials: S1CN[C@@H](C1)C(=O)O ((R)-thiazolidine-4-carboxylic acid), [N+](=O)([O-])C1=CC=C(COC(=O)Cl)C=C1 (4-nitrobenzyloxycarbonyl chloride), Cl (hydrochloric acid), [OH-].[Na+] (sodium hydroxide). The solvent is O (water), O1CCCC1 (tetrahydrofuran), O1CCCC1 (tetrahydrofuran). Product: [N+](=O)([O-])C1=CC=C(COC(=O)N2CSC[C@H]2C(=O)O)C=C1 ((R)-3-(4-nitrobenzyloxycarbonyl)thiazolidine-4-carboxylic acid). Isolated yield 116.2%. As a reaction SMILES: [S:1]1[CH2:5][C@@H:4]([C:6]([OH:8])=[O:7])[NH:3][CH2:2]1.[N+:9]([C:12]1[CH:22]=[CH:21][C:15]([CH2:16][O:17][C:18](Cl)=[O:19])=[CH:14][CH:13]=1)([O-:11])=[O:10].[OH-].[Na+].Cl>O.O1CCCC1>[N+:9]([C:12]1[CH:13]=[CH:14][C:15]([CH2:16][O:17][C:18]([N:3]2[C@H:4]([C:6]([OH:8])=[O:7])[CH2:5][S:1][CH2:2]2)=[O:19])=[CH:21][CH:22]=1)([O-:11])=[O:10] |f:2.3|. Procedure: To a solution of (R)-thiazolidine-4-carboxylic acid (20.0 g) in a mixture of water (100 ml) and tetrahydrofuran (100 ml) was added a solution of 4-nitrobenzyloxycarbonyl chloride (32.4 g) in tetrahydrofuran (60 ml) under ice-cooling with stirring, keeping the pH between 8.5 and 9.0 with 4N aqueous sodium hydroxide. After stirring for 30 minutes, the mixture was adjusted to pH 1 with concentrated hydrochloric acid, extracted with ethyl acetate, dried over magnesium sulfate, and evaporated under r... The reactants are NNC(=S)N (Thiosemicarbazide), ClCCCC(=O)C1=CC=C(C=C1)C (4-chloro-4'-methylbutyrophenone). The solvent is CO (methanol), Cl (HCl), O (water). Run at time 8 hour. Product: CC1=CC=C(C=C1)C(CCCCl)=NNC(N)=S (2-[1-(4-Methyl-phenyl)-4-chloro-butylidene]-hydrazinecarbothioamide). The yield is 75.2%. As a reaction SMILES: [NH2:1][NH:2][C:3]([NH2:5])=[S:4].[Cl:6][CH2:7][CH2:8][CH2:9][C:10]([C:12]1[CH:17]=[CH:16][C:15]([CH3:18])=[CH:14][CH:13]=1)=O>CO.Cl.O>[CH3:18][C:15]1[CH:16]=[CH:17][C:12]([C:10](=[N:1][NH:2][C:3](=[S:4])[NH2:5])[CH2:9][CH2:8][CH2:7][Cl:6])=[CH:13][CH:14]=1. Procedure details: Thiosemicarbazide (6.84 g, 75 mmol) was added under nitrogen to a solution of 4-chloro-4'-methylbutyrophenone (10.0 g, 50 mmol) in 175 mL of methanol plus 13.5 mL of 1 N HCl plus 12.5 mL of water and the reaction stirred at room temperature overnight. The solid formed was collected by filtration and dissolved in methylene chloride. The organic solution was washed multiple times with water, dried (MgSO4) and the solvent removed under reduced pressure to give 10.15 g of an off-white solid. Recryst... Starting materials: CNC (dimethylamine), C1CCOC1 (THF), C(C1=CC=CC=C1)(C1=CC=CC=C1)N1CC(C1)=O (1-benzhydrylazetidin-3-one), C(C)(=O)O (acetic acid), [C-]#N.[K+] (KCN). The solvent is CO (methanol). Conditions: temperature 60 celsius, time 5 minute. The product is C(C1=CC=CC=C1)(C1=CC=CC=C1)N1CC(C1)(C#N)N(C)C (1-Benzhydryl-3-dimethylaminoazetidine-3-carbonitrile). RXN SMILES: [CH3:1][NH:2][CH3:3].C1COCC1.[CH:9]([N:22]1[CH2:25][C:24](=O)[CH2:23]1)([C:16]1[CH:21]=[CH:20][CH:19]=[CH:18][CH:17]=1)[C:10]1[CH:15]=[CH:14][CH:13]=[CH:12][CH:11]=1.C(O)(=O)C.[C-:31]#[N:32].[K+]>CO>[CH:9]([N:22]1[CH2:25][C:24]([N:2]([CH3:3])[CH3:1])([C:31]#[N:32])[CH2:23]1)([C:16]1[CH:21]=[CH:20][CH:19]=[CH:18][CH:17]=1)[C:10]1[CH:15]=[CH:14][CH:13]=[CH:12][CH:11]=1 |f:4.5|. Procedure: A solution of 2M dimethylamine in THF (3.92 ml, 7.83 mmol) was added to 1-benzhydrylazetidin-3-one (1.43 g, 6.03 mmol). After stirring 5 minutes, acetic acid (0.450 ml, 7.83 mmol), solid KCN (0.510 g, 7.83 mmol), and methanol (0.5 ml) were added at room temperature. After stirring for 5 minutes, the mixture was heated to 60° C. for 19 hours. The reaction was cooled and extracted from saturated aqueous NaHCO3 with ethyl acetate. The combined extracts were dried (Na2SO4), and concentrated, in vacu... RXN SMILES: [ClH:1].[NH2:2][C@H:3]([C:14]([OH:16])=[O:15])[CH2:4][C:5]1[C:13]2[C:8](=[CH:9][CH:10]=[CH:11][CH:12]=2)[NH:7][CH:6]=1.[CH3:17]COCC>CO>[ClH:1].[CH3:17][O:15][C:14](=[O:16])[C@H:3]([CH2:4][C:5]1[C:13]2[C:8](=[CH:9][CH:10]=[CH:11][CH:12]=2)[NH:7][CH:6]=1)[NH2:2] |f:4.5|. Reaction conditions: temperature 20 celsius, time 5 day. Starting materials: CCOCC (Et2O), solution, Cl (HCl), N[C@@H](CC1=CNC2=CC=CC=C12)C(=O)O (L-tryptophan). Product: Cl.COC([C@@H](N)CC1=CNC2=CC=CC=C12)=O (L-Tryptophan Methyl Ester Hydrochloride). The solvent is CO (MeOH), CO (MeOH), CO (MeOH). Reported procedure: A 1.2 M solution of HCl in MeOH (440 mL; 0.528 mol) was added to a suspension of L-tryptophan (commercial product) (30.6 g; 150 mmol) in MeOH (70 mL). The resulting clear solution was stirred for 5 days at 20° C. The solution was concentrated (35° C.; 1.3 kPa) to yield a solid which was dissolved in MeOH (10 mL). Et2O (300 mL) was added to the solution and the mixture was vigorously stirred for 1 h. The mixture was filtered and the solid was washed with Et2O (70 mL). The combined solutions were ...